From a dataset of the Open Reaction Database (ORD), a public repository of structured organic reaction records. describe an organic reaction: reactants, conditions, products, and yield Starting materials: CN(C)Cc1cn(C(=O)OC(C)(C)C)c2ncc(C#N)cc12, Cc1ccccc1, CCOC(=O)Cl, O. Yields the product CC(C)(C)OC(=O)n1cc(CCl)c2cc(C#N)cnc21. RXN SMILES: [C:1]([CH3:2])([CH3:3])([CH3:4])[O:5][C:6](=[O:7])[n:8]1[cH:9][c:10]([CH2:19][N:20]([CH3:21])[CH3:22])[c:11]2[c:12]1[n:13][cH:14][c:15]([C:17]#[N:18])[cH:16]2.[CH3:30][c:31]1[cH:32][cH:33][cH:34][cH:35][cH:36]1.[Cl:23][C:24]([O:25][CH2:26][CH3:27])=[O:28].[OH2:29]>>[C:1]([CH3:2])([CH3:3])([CH3:4])[O:5][C:6](=[O:7])[n:8]1[cH:9][c:10]([CH2:19][Cl:23])[c:11]2[c:12]1[n:13][cH:14][c:15]([C:17]#[N:18])[cH:16]2. Starting materials: FC1=CC=C(OC2=C(C(=O)NCC3=CC=C(C=C3)OC)C=CC=N2)C=C1 (2-(4-Fluoro-phenoxy)-N-(4-methoxy-benzyl)-nicotinamide). The solvent is CCOCC (ether). Yields the product FC1=CC=C(OC2=C(C(=O)NCC3=CC=C(C=C3)O)C=CC=N2)C=C1 (2-(4-Fluoro-phenoxy)-N-(4-hydroxy-benzyl)-nicotinamide). As a reaction SMILES: [F:1][C:2]1[CH:26]=[CH:25][C:5]([O:6][C:7]2[N:24]=[CH:23][CH:22]=[CH:21][C:8]=2[C:9]([NH:11][CH2:12][C:13]2[CH:18]=[CH:17][C:16]([O:19]C)=[CH:15][CH:14]=2)=[O:10])=[CH:4][CH:3]=1>CCOCC>[F:1][C:2]1[CH:3]=[CH:4][C:5]([O:6][C:7]2[N:24]=[CH:23][CH:22]=[CH:21][C:8]=2[C:9]([NH:11][CH2:12][C:13]2[CH:18]=[CH:17][C:16]([OH:19])=[CH:15][CH:14]=2)=[O:10])=[CH:25][CH:26]=1. Procedure: The compound of Example 104 was prepared according to the procedure of Example 103 substituting the corresponding ether for 2-(4-Fluoro-phenoxy)-N-(4-methoxy-benzyl)-nicotinamide. The duration of reaction was between 1 and 24 hours. The reactants are [Cl-].[NH4+] (ammonium chloride), C(C)(=O)C1=C(C(=C(OCCCCC#N)C=C1)CCC)O (5-(4-Acetyl-3-hydroxy-2-propylphenoxy)pentane nitrile), [N-]=[N+]=[N-].[Na+] (sodium azide), [N-]=[N+]=[N-].[Na+] (sodium azide), [Cl-].[NH4+] (ammonium chloride), Cl (hydrochloric acid). Run in CN(C=O)C (dimethylformamide). Conditions: time 6 hour. The product is C(C)(=O)C1=C(C(=C(OCCCCC2=NN=NN2)C=C1)CCC)O (5-[4-(4-Acetyl-3-hydroxy-2-propylphenoxy)butyl]-tetrazole). As a reaction SMILES: [C:1]([C:4]1[CH:16]=[CH:15][C:7]([O:8][CH2:9][CH2:10][CH2:11][CH2:12][C:13]#[N:14])=[C:6]([CH2:17][CH2:18][CH3:19])[C:5]=1[OH:20])(=[O:3])[CH3:2].[N-:21]=[N+:22]=[N-:23].[Na+].[Cl-].[NH4+].Cl>CN(C)C=O>[C:1]([C:4]1[CH:16]=[CH:15][C:7]([O:8][CH2:9][CH2:10][CH2:11][CH2:12][C:13]2[NH:23][N:22]=[N:21][N:14]=2)=[C:6]([CH2:17][CH2:18][CH3:19])[C:5]=1[OH:20])(=[O:3])[CH3:2] |f:1.2,3.4|. Procedure: A solution of 20.73 g. (75 mmoles) of 5-(4-Acetyl-3-hydroxy-2-propylphenoxy)pentane nitrile, 14.63 g. (225 mmoles) of sodium azide, and 12.04 g. (225 mmoles) of ammonium chloride in 200 ml. of dimethylformamide was heated at 125° C. for about 17 hours. At this time an additional 9.75 g. (150 mmoles) of sodium azide and 8.02 g. (150 mmoles) of ammonium chloride were added and the heating was continued for an additional 6 hours. The reaction mixture was filtered hot and evaporated to dryness in va... Reactants: C(C=C)OC(=O)N=C1CC[C@H](N1C)CO[Si](C)(C)C(C)(C)C ((2S)-5-allyloxycarbonylimino-2-t-butyldimethylsilyloxymethyl-1-methylpyrrolidine), Cl (hydrochloric acid), C([O-])(O)=O.[Na+] (sodium bicarbonate). Solvent: CO (methanol). Reaction conditions: time 12 hour. Yields the product C(C=C)OC(=O)N=C1CC[C@H](N1C)CO ((2S)-5-allyloxycarbonylimino-2-hydroxymethyl-1-methylpyrrolidine). The yield is 100.0%. Reaction SMILES: [CH2:1]([O:4][C:5]([N:7]=[C:8]1[N:12]([CH3:13])[C@H:11]([CH2:14][O:15][Si](C(C)(C)C)(C)C)[CH2:10][CH2:9]1)=[O:6])[CH:2]=[CH2:3].Cl.C(=O)(O)[O-].[Na+]>CO>[CH2:1]([O:4][C:5]([N:7]=[C:8]1[N:12]([CH3:13])[C@H:11]([CH2:14][OH:15])[CH2:10][CH2:9]1)=[O:6])[CH:2]=[CH2:3] |f:2.3|. Procedure: To a solution of (2S)-5-allyloxycarbonylimino-2-t-butyldimethylsilyloxymethyl-1-methylpyrrolidine (1.0 g) in methanol (30 ml) was added conc. hydrochloric acid (1 ml) at 0° C. After stirring at ambient temperature for 12 hours, saturated aqueous sodium bicarbonate was added to the mixture and the solvent was evaporated. The residue was dissolved in ethyl acetate and washed in turn with water and brine. The dried solution was evaporated in vacuo to give (2S)-5-allyloxycarbonylimino-2-hydroxymethy... The reactants are CCOC(=O)COCc1ccccc1, Cc1ccccc1, CCOC=O, [Na]. The product is CCOC(=O)C(C=O)OCc1ccccc1, [Na]. As a reaction SMILES: [CH2:2]([c:3]1[cH:4][cH:5][cH:6][cH:7][cH:8]1)[O:9][CH2:10][C:11](=[O:12])[O:13][CH2:14][CH3:15].[CH3:21][c:22]1[cH:23][cH:24][cH:25][cH:26][cH:27]1.[CH:16](=[O:17])[O:18][CH2:19][CH3:20].[Na:1]>>[CH2:2]([c:3]1[cH:4][cH:5][cH:6][cH:7][cH:8]1)[O:9][CH:10]([C:11](=[O:12])[O:13][CH2:14][CH3:15])[CH:16]=[O:17].[Na:1]. Starting materials: C(C)(CC)N (sec-butylamine), ClC=1SC(=C(N1)C(F)(F)F)C(=O)OCC1=CC=CC=C1 (benzyl 2-chloro-4-trifluoromethyl-5-thiazolecarboxylate). Solvent: C(C)#N (acetonitrile). The product is CC(CC)NC=1SC(=C(N1)C(F)(F)F)C(=O)OCC1=CC=CC=C1 (Benzyl 2-[(1-methylpropyl)amino]-4-(trifluoromethyl)-5-thiazolecarboxylate). Yield: 30.3%. As a reaction SMILES: [CH:1]([NH2:5])([CH2:3][CH3:4])[CH3:2].Cl[C:7]1[S:8][C:9]([C:16]([O:18][CH2:19][C:20]2[CH:25]=[CH:24][CH:23]=[CH:22][CH:21]=2)=[O:17])=[C:10]([C:12]([F:15])([F:14])[F:13])[N:11]=1>C(#N)C>[CH3:2][CH:1]([NH:5][C:7]1[S:8][C:9]([C:16]([O:18][CH2:19][C:20]2[CH:25]=[CH:24][CH:23]=[CH:22][CH:21]=2)=[O:17])=[C:10]([C:12]([F:14])([F:13])[F:15])[N:11]=1)[CH2:3][CH3:4]. Reported procedure: By the procedure of Example 39, a stirred mixture of 20 ml acetonitrile, 3.65 g (49.8 mmol) of sec-butylamine, and 8 g (24.9 mmol) of benzyl 2-chloro-4-trifluoromethyl-5-thiazolecarboxylate (prepared as described in U.S. Pat. No. 4,199,506), was heated at reflux for 16 hours. The product was separated and then triturated in hexane to yield 2.70 g of an off-white solid product (m.p.=56°-57° C.) identified in Table I. The reactants are COC(CN(C1=CC(=CC=C1)NC(CCCCCCCCCCCCCCCCC)=O)CC(=O)OC)=O (N-(2-methoxy-2-oxoethyl)-N-[3-[(1-oxooctadecyl)amino]phenyl]glycine methyl ester), [OH-].[Na+] (NaOH). The solvent is O1CCOCC1 (dioxane), CO (methanol). Reaction conditions: time 18 hour. Yields the product C(=O)(O)CN(CC(=O)O)C1=CC(=CC=C1)NC(CCCCCCCCCCCCCCCCC)=O (N-(carboxymethyl)-N-[3-[(1-oxooctadecyl)amino]phenyl]glycine). Isolated yield 79.3%. As a reaction SMILES: C[O:2][C:3](=[O:37])[CH2:4][N:5]([CH2:32][C:33]([O:35]C)=[O:34])[C:6]1[CH:11]=[CH:10][CH:9]=[C:8]([NH:12][C:13](=[O:31])[CH2:14][CH2:15][CH2:16][CH2:17][CH2:18][CH2:19][CH2:20][CH2:21][CH2:22][CH2:23][CH2:24][CH2:25][CH2:26][CH2:27][CH2:28][CH2:29][CH3:30])[CH:7]=1.[OH-].[Na+]>O1CCOCC1.CO>[C:3]([CH2:4][N:5]([C:6]1[CH:11]=[CH:10][CH:9]=[C:8]([NH:12][C:13](=[O:31])[CH2:14][CH2:15][CH2:16][CH2:17][CH2:18][CH2:19][CH2:20][CH2:21][CH2:22][CH2:23][CH2:24][CH2:25][CH2:26][CH2:27][CH2:28][CH2:29][CH3:30])[CH:7]=1)[CH2:32][C:33]([OH:35])=[O:34])([OH:37])=[O:2] |f:1.2|. Procedure details: A mixture of 1.8 g N-(2-methoxy-2-oxoethyl)-N-[3-[(1-oxooctadecyl)amino]phenyl]glycine methyl ester and 2.4 ml of 6N NaOH in 30 ml of dioxane and 30 ml of methanol was heated to dissolve the solid and left at room temperature for 18 hours. The solid which precipitated was filtered, treated with 1N HCl and filtered again. Recrystallization from methanol-THF-water gave 1.35 g (79% yield, mp 135°-140°) of N-(carboxymethyl)-N-[3-[(1-oxooctadecyl)amino]phenyl]glycine. The reactants are Br.BrC1CN(CC=C1C1=C(C=C(C=C1OC)OC)OC)C (3(R,S)-bromo-1-methyl-4-(2,4,6-trimethoxyphenyl)-1,2,3,6-tetrahydropyridine hydrobromide), C(C)(C)(C)OC (methyl tert-butyl ether), ClCCl (dichloromethane). Run in O (water). Yields the product OC1CN(CC=C1C1=C(C=C(C=C1OC)OC)OC)C (3(R,S)-hydroxy-1-methyl-4-(2,4,6-trimethoxyphenyl)-1,2,3,6-tetrahydropyridine). As a reaction SMILES: Br.Br[CH:3]1[C:8]([C:9]2[C:14]([O:15][CH3:16])=[CH:13][C:12]([O:17][CH3:18])=[CH:11][C:10]=2[O:19][CH3:20])=[CH:7][CH2:6][N:5]([CH3:21])[CH2:4]1.C([O:26]C)(C)(C)C.ClCCl>O>[OH:26][CH:3]1[C:8]([C:9]2[C:14]([O:15][CH3:16])=[CH:13][C:12]([O:17][CH3:18])=[CH:11][C:10]=2[O:19][CH3:20])=[CH:7][CH2:6][N:5]([CH3:21])[CH2:4]1 |f:0.1|. Reported procedure: first isolating the compound (VI) as a solid by stirring the reaction solution into a suitable organic solvent, methyl tert-butyl ether, dichloromethane etc., and subsequently reacting the resulting product with water and by stirring at 50°-100° C., preferably at 60°-80° C., to give 3(R,S)-hydroxy-1-methyl-4-(2,4,6-trimethoxyphenyl)-1,2,3,6-tetrahydropyridine (VII)